Dataset: the Open Reaction Database (ORD), a public repository of structured organic reaction records. Task: describe an organic reaction: reactants, conditions, products, and yield Starting materials: C1(=CC=CC=C1)N1C=NC2=C(C1=O)SC=C2C2=CC=CC=C2 (3,7-Diphenylthieno[3,2-d]pyrimidin-4(3H)-one), NC1=C(SC=C1C1=CC=CC=C1)C(=O)OC (methyl 3-amino-4-phenylthiophene-2-carboxylate), C(OCC)(OCC)OCC (triethyl orthoformate), C1(CCCCC1)N (cyclohexylamine). The solvent is C(C)(=O)O (acetic acid). Yields the product C1(CCCCC1)N1C=NC2=C(C1=O)SC=C2C2=CC=CC=C2 (3-Cyclohexyl-7-phenylthieno[3,2-d]pyrimidin-4(3H)-one). Yield: 82.2%. Reaction SMILES: [C:1]1([N:7]2[C:12](=[O:13])[C:11]3[S:14][CH:15]=[C:16]([C:17]4[CH:22]=[CH:21][CH:20]=[CH:19][CH:18]=4)[C:10]=3[N:9]=[CH:8]2)[CH:6]=[CH:5][CH:4]=[CH:3][CH:2]=1.NC1C(C2C=CC=CC=2)=CSC=1C(OC)=O.C(OCC)(OCC)OCC.C1(N)CCCCC1>C(O)(=O)C>[CH:1]1([N:7]2[C:12](=[O:13])[C:11]3[S:14][CH:15]=[C:16]([C:17]4[CH:18]=[CH:19][CH:20]=[CH:21][CH:22]=4)[C:10]=3[N:9]=[CH:8]2)[CH2:6][CH2:5][CH2:4][CH2:3][CH2:2]1. Reported procedure: In the same manner as the synthesis of Compound 1, methyl 3-amino-4-phenylthiophene-2-carboxylate (100 mg, 0.43 mmol), triethyl orthoformate (1.0 ml), cyclohexylamine (0.113 ml, 0.99 mmol), and acetic acid (0.1 ml) were used to give 109.7 mg (0.35 mmol, 82.2% yield) of the title compound. The reactants are C1(C=2C(C(N1C(CC(=O)O)C1=CC(=C(C=C1)OC(C)C)OC(C)C)=O)=CC=CC2)=O (3-phthalimido-3-(3,4-diisopropoxyphenyl)propionic acid), 1,1 carbonyldiimidazole, O (water), [OH-].[NH4+] (ammonium hydroxide). The reagents and catalysts are CN(C1=CC=NC=C1)C (4-dimethylaminopyridine). Run in O1CCCC1 (tetrahydrofuran). Run at time 2 hour. The product is C1(C=2C(C(N1C(CC(=O)N)C1=CC(=C(C=C1)OC(C)C)OC(C)C)=O)=CC=CC2)=O (3-phthalimido-3-(3,4-diisopropoxyphenyl)propionamide). Isolated yield 88.3%. RXN SMILES: [C:1]1(=[O:30])[N:5]([CH:6]([C:11]2[CH:16]=[CH:15][C:14]([O:17][CH:18]([CH3:20])[CH3:19])=[C:13]([O:21][CH:22]([CH3:24])[CH3:23])[CH:12]=2)[CH2:7][C:8](O)=[O:9])[C:4](=[O:25])[C:3]2=[CH:26][CH:27]=[CH:28][CH:29]=[C:2]12.[OH-].[NH4+:32].O>CN(C)C1C=CN=CC=1.O1CCCC1>[C:1]1(=[O:30])[N:5]([CH:6]([C:11]2[CH:16]=[CH:15][C:14]([O:17][CH:18]([CH3:20])[CH3:19])=[C:13]([O:21][CH:22]([CH3:24])[CH3:23])[CH:12]=2)[CH2:7][C:8]([NH2:32])=[O:9])[C:4](=[O:25])[C:3]2=[CH:26][CH:27]=[CH:28][CH:29]=[C:2]12 |f:1.2|. Reported procedure: A solution of 3-phthalimido-3-(3,4-diisopropoxyphenyl)propionic acid (1.0 g, 2.4 mmol), 1,1 carbonyldiimidazole (0.43 g, 2.6 mmol), and 4-dimethylaminopyridine (trace) in tetrahydrofuran (18 mL) was stirred for 1.5 hours at room temperature. To the solution was added ammonium hydroxide (0.24 mL, 3.7 mmol, 28-30%) and stirring was continued for 2 hours. The tetrahydrofuran was removed in vacuo leaving an oil. To the oil was added 2 mL of water and the mixture was stirred at room temperature overn... Reactants: [H-].[Na+] (sodium hydride), ClC1=C2C(=CNC2=CC=C1)CC#N ((4-chloro-1H-indol-3-yl)-acetonitrile), CN(C(=O)Cl)C (dimethyl carbamyl chloride). The solvent is O1CCCC1 (tetrahydrofuran). Reaction conditions: time 20 minute. Product: CN(C(=O)N1C=C(C2=C(C=CC=C12)Cl)CC#N)C (4-Chloro-3-cyanomethyl-indole-1-carboxylic acid dimethylamide). Isolated yield 87.0%. As a reaction SMILES: [Cl:1][C:2]1[CH:10]=[CH:9][CH:8]=[C:7]2[C:3]=1[C:4]([CH2:11][C:12]#[N:13])=[CH:5][NH:6]2.[H-].[Na+].[CH3:16][N:17]([CH3:21])[C:18](Cl)=[O:19]>O1CCCC1>[CH3:16][N:17]([CH3:21])[C:18]([N:6]1[C:7]2[C:3](=[C:2]([Cl:1])[CH:10]=[CH:9][CH:8]=2)[C:4]([CH2:11][C:12]#[N:13])=[CH:5]1)=[O:19] |f:1.2|. Procedure: To a solution of (4-chloro-1H-indol-3-yl)-acetonitrile (200 mg, 1.05 mmol) dissolved in anhydrous tetrahydrofuran (5 ml) at 0° C. was added sodium hydride (63 mg, 1.57 mmol, 60% dispersion in mineral oil). After 20 minutes at 0° C., the ice bath was removed and dimethyl carbamyl chloride (0.12 mL, 1.26 mmol) was slowly added. After one hour, the reaction was partitioned between ethyl acetate (100 mL) and saturated sodium chloride solution (2.5 mL). The ethyl acetate extract was dried (anhydrous ... The reactants are CC(CO)CC (2-methyl-1-butanol), ClC=CC (3-chloro-2-propene), [OH-].C(CCC)[N+](CCCC)(CCCC)CCCC (tetrabutyl ammonium hydroxide), [OH-].[Na+] (NaOH). Run in O (water). Conditions: temperature 70 celsius, time 7 hour. Yields the product CC(COCC(CC)C)=C (1-(2-methyl-allyloxy)-2-methylbutane). Yield: 68.0%. As a reaction SMILES: [CH3:1][CH:2]([CH2:5][CH3:6])[CH2:3][OH:4].[OH-].C([N+](C[CH2:22][CH2:23][CH3:24])(CCCC)CCCC)CCC.[OH-].[Na+].Cl[CH:28]=CC>O>[CH3:28][C:23](=[CH2:22])[CH2:24][O:4][CH2:3][CH:2]([CH3:1])[CH2:5][CH3:6] |f:1.2,3.4|. Reported procedure: In a 3000 mL reaction flask was charged 2-methyl-1-butanol (440 g, 5.0 mol), a 40% by weight in water solution of tetrabutyl ammonium hydroxide (100 g, 0.15 mol), and a 50% by weight solution of NaOH (488 g, 6.1 mol). The mixture was heated to 70° C. and 3-chloro-2-propene (550 g, 6.1 mol) was fed into the reaction over 3 hours. The reaction was aged for 7 hours at 70° C., then cooled to room temperature. The reaction was quenched with 600 mL of water, and the layers separated. The organic layer... Reactants: C(C)OC(=O)C1=C(N(C2=CC=C(C=C12)O)C1=CC=C(C=C1)C(C)C)CC(=O)OCC (2-Ethoxycarbonylmethyl-1-(4-isopropylphenyl)-5-hydroxyindole-3-carboxylic acid ethyl ester), ClC=1C=C(C=CC1)B(O)O (3-chlorophenylboronic acid). The product is C(C)OC(=O)C1=C(N(C2=CC=C(C=C12)OC1=CC(=CC=C1)Cl)C1=CC=C(C=C1)C(C)C)CC(=O)OCC (2-Ethoxycarbonylmethyl-5-(3-chlorophenoxy)-1-(4-isopropylphenyl)indole-3-carboxylic acid ethyl ester). RXN SMILES: [CH2:1]([O:3][C:4]([C:6]1[C:14]2[C:9](=[CH:10][CH:11]=[C:12]([OH:15])[CH:13]=2)[N:8]([C:16]2[CH:21]=[CH:20][C:19]([CH:22]([CH3:24])[CH3:23])=[CH:18][CH:17]=2)[C:7]=1[CH2:25][C:26]([O:28][CH2:29][CH3:30])=[O:27])=[O:5])[CH3:2].[Cl:31][C:32]1[CH:33]=[C:34](B(O)O)[CH:35]=[CH:36][CH:37]=1>>[CH2:1]([O:3][C:4]([C:6]1[C:14]2[C:9](=[CH:10][CH:11]=[C:12]([O:15][C:36]3[CH:35]=[CH:34][CH:33]=[C:32]([Cl:31])[CH:37]=3)[CH:13]=2)[N:8]([C:16]2[CH:17]=[CH:18][C:19]([CH:22]([CH3:24])[CH3:23])=[CH:20][CH:21]=2)[C:7]=1[CH2:25][C:26]([O:28][CH2:29][CH3:30])=[O:27])=[O:5])[CH3:2]. Procedure: The sub-title compound was prepared in accordance with step (c) Example 1 from 2-ethoxycarbonylmethyl-5-hydroxy-1-(4-isopropylphenyl)indole-3-carboxylic acid ethyl ester (150 mg, 0.37 mmol, see step (b) Example 10) and 3-chlorophenylboronic acid (116 mg, 0.74 mmol). Yield 130 mg (68%). Reactants: Nc1ccccc1Br, CN(C)c1ccncc1, CC(=O)OC(C)=O, ClCCl. Yields the product CC(=O)Nc1ccccc1Br. RXN SMILES: [Br:1][c:2]1[c:3]([NH2:4])[cH:5][cH:6][cH:7][cH:8]1.[CH3:16][N:17]([c:18]1[cH:19][cH:20][n:21][cH:22][cH:23]1)[CH3:24].[CH3:9][C:10](=[O:11])[O:12][C:13](=[O:14])[CH3:15].[Cl:25][CH2:26][Cl:27]>>[Br:1][c:2]1[c:3]([NH:4][C:10]([CH3:9])=[O:11])[cH:5][cH:6][cH:7][cH:8]1. Starting materials: CCCCO, C1CCOC1, N#Cc1cnc2ccc(I)cc2c1Cl, [KH]. Yields the product CCCCOc1c(C#N)cnc2ccc(I)cc12. As a reaction SMILES: [CH2:1]([CH2:2][CH2:3][CH3:4])[OH:5].[CH2:21]1[O:22][CH2:23][CH2:24][CH2:25]1.[Cl:6][c:7]1[c:8]([C:18]#[N:19])[cH:9][n:10][c:11]2[cH:12][cH:13][c:14]([I:17])[cH:15][c:16]12.[KH:20]>>[CH2:1]([CH2:2][CH2:3][CH3:4])[O:5][c:7]1[c:8]([C:18]#[N:19])[cH:9][n:10][c:11]2[cH:12][cH:13][c:14]([I:17])[cH:15][c:16]12. Reactants: [NH4+].[Cl-] (NH4Cl), C(CCC)[Mg]Br (butylmagnesium bromide), BrCCC[Sn](C)(Br)Br ((3-bromopropyl)methyltin dibromide). The solvent is C(C)OCC (diethyl ether), C(C)OCC (diethyl ether). The product is BrCCC[Sn](CCCC)(CCCC)C ((3-bromopropyl)methyldibutyltin). The yield is 88.0%. RXN SMILES: [CH2:1]([Mg]Br)[CH2:2][CH2:3][CH3:4].[Br:7][CH2:8][CH2:9][CH2:10][Sn:11](Br)(Br)[CH3:12].[NH4+].[Cl-]>C(OCC)C>[Br:7][CH2:8][CH2:9][CH2:10][Sn:11]([CH3:12])([CH2:1][CH2:2][CH2:3][CH3:4])[CH2:1][CH2:2][CH2:3][CH3:4] |f:2.3|. Reported procedure: A solution of 115 ml of 2.7 N butylmagnesium bromide in diethyl ether was added in about one hour to a solution of 62.5 g (0.15 mol) of (3-bromopropyl)methyltin dibromide in 200 ml of diethyl ether. After reflux for 1 h the mixture was treated with a saturated aqueous solution of NH4Cl and distilled to give 48.79 g (88%) of (3-bromopropyl)methyldibutyltin; b.p. 88°-90° C./0.1 mm Hg, nD20 =1.5001.